Dataset: the Open Reaction Database (ORD), a public repository of structured organic reaction records. Task: describe an organic reaction: reactants, conditions, products, and yield The yield is 10.0%. Reactants: Cl (Hydrochloric acid), FC1=C(C(=O)O)C=CN=C1 (3-Fluoro-isonicotinic acid), FC(SC1=CC=C(N)C=C1)(F)F (4-(trifluoromethylthio)aniline), [Li+].C[Si](C)(C)[N-][Si](C)(C)C (LiHMDS). The product is FC(F)(F)SC1=CC=C(C=C1)NC1=C(C(=O)O)C=CN=C1 (3-(4-Trifluoromethylsulfanyl-phenylamino)-isonicotinic acid). Procedure details: 3-Fluoro-isonicotinic acid (50 mg, 0.354 mmol) and 4-(trifluoromethylthio)aniline (68.5 mg, 0.354 mmol) was added to 2 ml dry THF and the mixture was cooled to −78° C. LiHMDS (1M in THF, 1.24 ml) was added and the mixture was allowed to warm to room temperature over night. Hydrochloric acid (1M in methanol, 5 ml) was added and the volatiles were removed in vacuo. The crude material was purified by preparative HPLC to give 11.4 mg (45 μmol; 10% yield) of pure desired product. Reaction conditions: temperature -78 celsius. As a reaction SMILES: F[C:2]1[CH:10]=[N:9][CH:8]=[CH:7][C:3]=1[C:4]([OH:6])=[O:5].[F:11][C:12]([F:22])([F:21])[S:13][C:14]1[CH:20]=[CH:19][C:17]([NH2:18])=[CH:16][CH:15]=1.[Li+].C[Si]([N-][Si](C)(C)C)(C)C.Cl>C1COCC1>[F:11][C:12]([S:13][C:14]1[CH:20]=[CH:19][C:17]([NH:18][C:2]2[CH:10]=[N:9][CH:8]=[CH:7][C:3]=2[C:4]([OH:6])=[O:5])=[CH:16][CH:15]=1)([F:22])[F:21] |f:2.3|. Run in C1CCOC1 (THF). The reactants are [Br-], [Br-], Cc1[nH]nc(C(F)(F)F)c1-c1ccc(CC(N)Cc2ccccc2)cc1, [Mg+]Cc1ccccc1, Cc1[nH]nc(C(F)(F)F)c1-c1ccc(CC(N)c2ccccc2)cc1, [Mg+]c1ccccc1. Yields the product Cc1[nH]nc(C(F)(F)F)c1-c1ccc(CC#N)cc1. RXN SMILES: [Br-:10].[Br-:1].[CH2:18]([c:19]1[cH:20][cH:21][cH:22][cH:23][cH:24]1)[CH:25]([CH2:26][c:27]1[cH:28][cH:29][c:30](-[c:33]2[c:34]([C:39]([F:40])([F:41])[F:42])[n:35][nH:36][c:37]2[CH3:38])[cH:31][cH:32]1)[NH2:43].[CH2:2]([Mg+:3])[c:4]1[cH:5][cH:6][cH:7][cH:8][cH:9]1.[CH3:44][c:45]1[nH:46][n:47][c:48]([C:49]([F:50])([F:51])[F:52])[c:53]1-[c:54]1[cH:55][cH:56][c:57]([CH2:58][CH:59]([NH2:60])[c:61]2[cH:62][cH:63][cH:64][cH:65][cH:66]2)[cH:67][cH:68]1.[c:11]1([Mg+:12])[cH:13][cH:14][cH:15][cH:16][cH:17]1>>[C:25]([CH2:26][c:27]1[cH:28][cH:29][c:30](-[c:33]2[c:34]([C:39]([F:40])([F:41])[F:42])[n:35][nH:36][c:37]2[CH3:38])[cH:31][cH:32]1)#[N:43]. Starting materials: Cl (hydrochloric acid), ClCC(C)=O (chloroacetone), [Mg] (magnesium), CC=1C=C(CCl)C=C(C1)C (3,5-dimethylbenzyl chloride). The solvent is O1CCCC1 (tetrahydrofuran), O1CCCC1 (tetrahydrofuran), CCOCC (ether). Run at time 2 hour. Product: ClCC(C)(O)CC1=CC(=CC(=C1)C)C (1-chloro-2-(3,5-dimethylbenzyl)-propan-2-ol). Isolated yield 51.7%. RXN SMILES: [Mg].[CH3:2][C:3]1[CH:4]=[C:5]([CH:8]=[C:9]([CH3:11])[CH:10]=1)[CH2:6]Cl.[Cl:12][CH2:13][C:14](=[O:16])[CH3:15].Cl>CCOCC.O1CCCC1>[Cl:12][CH2:13][C:14]([CH2:6][C:5]1[CH:4]=[C:3]([CH3:2])[CH:10]=[C:9]([CH3:11])[CH:8]=1)([OH:16])[CH3:15]. Reported procedure: 25 g of magnesium turnings and 155 g of 3,5-dimethylbenzyl chloride were reacted in 300 ml of ether. After dilution with 200 ml of tetrahydrofuran, a mixture of 92.5 g of chloroacetone and 100 ml of tetrahydrofuran was added dropwise with ice cooling in the course of one hour. After reacting for 2 hours at 25° C., the mixture was poured onto a mixture of ice and 2.5 mol hydrochloric acid. The upper layer was separated off and the aqueous layer was extracted with ether. The combined organic layer... Starting materials: Cl (hydrochloric acid), [OH-].[Na+] (sodium hydroxide), CN1C=C(C2=CC(=CC=C12)C#N)C1=CC=2C(=NC=CC2)N1S(=O)(=O)C1=CC=C(C=C1)C (1-methyl-3-[1-(toluene-4-sulfonyl)-1H-pyrrolo[2,3-b]pyridin-2-yl]-1H-indole-5-carbonitrile), [H-].C(C(C)C)[Al+]CC(C)C (diisobutylaluminium hydride), resultant solution. The solvent is O1CCCC1 (tetrahydrofuran). Reaction conditions: time 2 hour. The product is CN1C=C(C2=CC(=CC=C12)C=O)C1=CC=2C(=NC=CC2)N1S(=O)(=O)C1=CC=C(C=C1)C (1-Methyl-3-[1-(toluene-4-sulfonyl)-1H-pyrrolo[2,3-b]pyridin-2-yl]-1H-indole-5-carbaldehyde). RXN SMILES: [CH3:1][N:2]1[C:10]2[C:5](=[CH:6][C:7]([C:11]#N)=[CH:8][CH:9]=2)[C:4]([C:13]2[N:21]([S:22]([C:25]3[CH:30]=[CH:29][C:28]([CH3:31])=[CH:27][CH:26]=3)(=[O:24])=[O:23])[C:16]3=[N:17][CH:18]=[CH:19][CH:20]=[C:15]3[CH:14]=2)=[CH:3]1.[H-].C([Al+]CC(C)C)C(C)C.Cl.[OH-:43].[Na+]>O1CCCC1>[CH3:1][N:2]1[C:10]2[C:5](=[CH:6][C:7]([CH:11]=[O:43])=[CH:8][CH:9]=2)[C:4]([C:13]2[N:21]([S:22]([C:25]3[CH:30]=[CH:29][C:28]([CH3:31])=[CH:27][CH:26]=3)(=[O:24])=[O:23])[C:16]3=[N:17][CH:18]=[CH:19][CH:20]=[C:15]3[CH:14]=2)=[CH:3]1 |f:1.2,4.5|. Procedure details: To a solution of 1-methyl-3-[1-(toluene-4-sulfonyl)-1H-pyrrolo[2,3-b]pyridin-2-yl]-1H-indole-5-carbonitrile [500 mg, Reference Example 13(c)] in tetrahydrofuran (20 mL) at 0° C. was added diisobutylaluminium hydride (12 mL, 1M in tetrahydrofuran) under an atmosphere of nitrogen. The resultant solution was then allowed to warm to ambient temperature and stirred at this temperature for 2 hours. The reaction mixture was then poured into a solution of cold 1N aqueous hydrochloric acid (20 mL). After... Starting materials: O(C1=CC=CC=C1)C(=O)N(OC(=O)OC1=CC=CC=C1)C(C)C#C (N,O-Bis(phenoxycarbonyl)-N-(3-butyn-2-yl)hydroxylamine), [OH-].[NH4+] (ammonium hydroxide). Solvent: CO (methanol). Reaction conditions: time 17 hour. The product is ON(C(=O)N)C(C)C#C (N-hydroxy-N-(3-butyn-2-yl)urea). Yield: 28.0%. RXN SMILES: [O:1]([C:8]([N:10]([CH:21]([C:23]#[CH:24])[CH3:22])[O:11]C(OC1C=CC=CC=1)=O)=O)C1C=CC=CC=1.[OH-].[NH4+:26]>CO>[OH:11][N:10]([CH:21]([C:23]#[CH:24])[CH3:22])[C:8]([NH2:26])=[O:1] |f:1.2|. Procedure details: A mixture of N,O-Bis(phenoxycarbonyl)-N-(3-butyn-2-yl)hydroxylamine (3.14 g,9.7 mmol), methanol (20 mL), and ammonium hydroxide (20 mL) was stirred for 17 hours at ambient temperature. The reaction mixture was concentrated in vacuo and the residue was dissolved in ethyl acetate. The organic solution was washed with brine, dried over MgSO4, filtered, and concentrated. Chromatography on silica gel (2% methanol, methylene chloride) afforded N-hydroxy-N-(3-butyn-2-yl)urea (340 mg, 28%). 1H NMR (DMSO... Reactants: NC1=CC(=C(C=C1Cl)C(CCCCN1CCC(CC1)C(=O)N)=O)OC (1-(4-amino-5-chloro-2-methoxyphenyl)-5-(4-aminocarbonylpiperidin-1-yl)-pentan-1-one), COC=1C=C(CCl)C=CC1 (3-methoxybenzyl chloride). The product is Cl.NC1=CC(=C(C=C1Cl)C(CCCCN1CCC(CC1)C(=O)N)=O)OCC1=CC=CC(=C1)OC (1-[4-amino-5-chloro-2-(5-methoxybenzyloxy)phen yl]-5-(4-aminocarbonylpiperidin-1-yl)-pentan-1-one hydrochloride). As a reaction SMILES: [NH2:1][C:2]1[C:7]([Cl:8])=[CH:6][C:5]([C:9](=[O:23])[CH2:10][CH2:11][CH2:12][CH2:13][N:14]2[CH2:19][CH2:18][CH:17]([C:20]([NH2:22])=[O:21])[CH2:16][CH2:15]2)=[C:4]([O:24][CH3:25])[CH:3]=1.[CH3:26][O:27][C:28]1[CH:29]=[C:30]([CH:33]=[CH:34][CH:35]=1)CCl>>[ClH:8].[NH2:1][C:2]1[C:7]([Cl:8])=[CH:6][C:5]([C:9](=[O:23])[CH2:10][CH2:11][CH2:12][CH2:13][N:14]2[CH2:15][CH2:16][CH:17]([C:20]([NH2:22])=[O:21])[CH2:18][CH2:19]2)=[C:4]([O:24][CH2:25][C:30]2[CH:29]=[C:28]([O:27][CH3:26])[CH:35]=[CH:34][CH:33]=2)[CH:3]=1 |f:2.3|. Procedure: Proceeding as in Example 12, Step (a), but replacing 1-[4-amino-5-chloro-2-methoxyphenyl)-3-{1-[2-(methylsulfonyl)aminoethyl]piperidin-4-yl}propan-1-one with 1-(4-amino-5-chloro-2-methoxyphenyl)-5-(4-aminocarbonylpiperidin-1-yl)-pentan-1-one, and then as in Example 12, Step (b), but replacing 3,5-dimethoxybenzyl chloride with 3-methoxybenzyl chloride, gave 1-[4-amino-5-chloro-2-(5-methoxybenzyloxy)phen yl]-5-(4-aminocarbonylpiperidin-1-yl)-pentan-1-one hydrochloride, m.p. 204°-205° C.